Dataset: the Open Reaction Database (ORD), a public repository of structured organic reaction records. Task: describe an organic reaction: reactants, conditions, products, and yield Starting materials: [Br-].BrCCC[P+](C1=CC=CC=C1)(C1=CC=CC=C1)C1=CC=CC=C1 ((3-bromopropyl)(triphenyl)phosphonium bromide), CN (methylamine), C(C)O (ethanol). Run at temperature 100 celsius. Yields the product Br.[Br-].CNCCC[P+](C1=CC=CC=C1)(C1=CC=CC=C1)C1=CC=CC=C1 ([3-(methylamino)propyl](triphenyl)phosphonium bromide hydrobromide). Yield: 66.0%. As a reaction SMILES: [Br-:1].[Br:2][CH2:3][CH2:4][CH2:5][P+:6]([C:19]1[CH:24]=[CH:23][CH:22]=[CH:21][CH:20]=1)([C:13]1[CH:18]=[CH:17][CH:16]=[CH:15][CH:14]=1)[C:7]1[CH:12]=[CH:11][CH:10]=[CH:9][CH:8]=1.[CH3:25][NH2:26].C(O)C>>[BrH:2].[Br-:1].[CH3:25][NH:26][CH2:3][CH2:4][CH2:5][P+:6]([C:19]1[CH:24]=[CH:23][CH:22]=[CH:21][CH:20]=1)([C:13]1[CH:18]=[CH:17][CH:16]=[CH:15][CH:14]=1)[C:7]1[CH:12]=[CH:11][CH:10]=[CH:9][CH:8]=1 |f:0.1,4.5.6|. Procedure: (3-bromopropyl)(triphenyl)phosphonium bromide (5.7 g, 12 mmol) was treated with 33% methylamine in ethanol (40 mL, 400 mmol) in a sealed tube. The mixture was heated at 100° C. for 1.5 hours and cooled to room temperature. The volatiles were removed, and the resultant semi-solid was taken up in methanol (23 mL) and heated at 50° C., at which point all the solids dissolved. The temperature was lowered to 40° C., and methyl t-butyl ether (68 mL) was added drop wise, giving a slurry. The slurry was...